From a dataset of the Open Reaction Database (ORD), a public repository of structured organic reaction records. describe an organic reaction: reactants, conditions, products, and yield Starting materials: S(=O)(=O)(C1=CC=C(C)C=C1)Cl (tosyl chloride), COC1=CC=C(CON)C=C1 (p-methoxybenzyloxyamine). The solvent is N1=CC=CC=C1 (pyridine), N1=CC=CC=C1 (pyridine). Reaction conditions: time 8 hour. Yields the product COC1=CC=C(CONS(=O)(=O)C2=CC=C(C=C2)C)C=C1 (N-(p-methoxybenzyloxy)-p-toluenesulfonamide). Isolated yield 79.0%. As a reaction SMILES: [S:1](Cl)([C:4]1[CH:10]=[CH:9][C:7]([CH3:8])=[CH:6][CH:5]=1)(=[O:3])=[O:2].[CH3:12][O:13][C:14]1[CH:22]=[CH:21][C:17]([CH2:18][O:19][NH2:20])=[CH:16][CH:15]=1>N1C=CC=CC=1>[CH3:12][O:13][C:14]1[CH:22]=[CH:21][C:17]([CH2:18][O:19][NH:20][S:1]([C:4]2[CH:10]=[CH:9][C:7]([CH3:8])=[CH:6][CH:5]=2)(=[O:3])=[O:2])=[CH:16][CH:15]=1. Procedure: A solution of tosyl chloride (156.7 g) in pyridine (240 ml) was added dropwise to a solution of p-methoxybenzyloxyamine (102.3 g) in pyridine (210 ml) for 2.5 hours under cooling at 0°-5° C. and the mixture was stirred overnight at ambient temperature. The solvent was distilled off under reduced pressure and the residue was dissolved in ethyl acetate (1 l). The insoluble substances were filtered off, and the filtrate was washed three times with 2N hydrochloric acid, twice with water, dried over ... The reactants are Cc1sc(Br)cc1C1OCCO1, COc1ccc(B(O)O)cn1, COCCOC, [Na+], [Na+], O=C([O-])[O-], O, c1ccc(P(c2ccccc2)(c2ccccc2)[Pd](P(c2ccccc2)(c2ccccc2)c2ccccc2)(P(c2ccccc2)(c2ccccc2)c2ccccc2)P(c2ccccc2)(c2ccccc2)c2ccccc2)cc1. Yields the product COc1ccc(-c2cc(C3OCCO3)c(C)s2)cn1. As a reaction SMILES: [Br:1][c:2]1[cH:3][c:4]([CH:8]2[O:9][CH2:10][CH2:11][O:12]2)[c:5]([CH3:7])[s:6]1.[CH3:13][O:14][c:15]1[n:16][cH:17][c:18]([B:21]([OH:22])[OH:23])[cH:19][cH:20]1.[CH3:30][O:31][CH2:32][CH2:33][O:34][CH3:35].[Na+:24].[Na+:25].[O-:26][C:27](=[O:28])[O-:29].[OH2:113].[cH:36]1[cH:37][cH:38][c:39]([P:40]([Pd:41]([P:42]([c:43]2[cH:44][cH:45][cH:46][cH:47][cH:48]2)([c:49]2[cH:50][cH:51][cH:52][cH:53][cH:54]2)[c:55]2[cH:56][cH:57][cH:58][cH:59][cH:60]2)([P:61]([c:62]2[cH:63][cH:64][cH:65][cH:66][cH:67]2)([c:68]2[cH:69][cH:70][cH:71][cH:72][cH:73]2)[c:74]2[cH:75][cH:76][cH:77][cH:78][cH:79]2)[P:80]([c:81]2[cH:82][cH:83][cH:84][cH:85][cH:86]2)([c:87]2[cH:88][cH:89][cH:90][cH:91][cH:92]2)[c:93]2[cH:94][cH:95][cH:96][cH:97][cH:98]2)([c:99]2[cH:100][cH:101][cH:102][cH:103][cH:104]2)[c:105]2[cH:106][cH:107][cH:108][cH:109][cH:110]2)[cH:111][cH:112]1>>[c:2]1(-[c:18]2[cH:17][n:16][c:15]([O:14][CH3:13])[cH:20][cH:19]2)[cH:3][c:4]([CH:8]2[O:9][CH2:10][CH2:11][O:12]2)[c:5]([CH3:7])[s:6]1. Reactants: COC(\C=C\C=1C=C2C(CC3(CCN(CC3)C(C)C3=CC=CC=C3)OC2=CC1)=O)=O ((±)-(E)-3-{1′-(1-Phenyl-ethyl)-4-oxo-spiro[chromane-2,4′-piperidine]-6-yl}-acrylic acid methyl ester), [OH-].[Na+] (NaOH). Product: C1(=CC=CC=C1)C(C)N1CCC2(CC1)OC1=CC=C(C=C1C(C2)=O)/C=C/C(=O)O ((±)-(E)-3-{1′-(1-phenyl-ethyl)-4-oxo-spiro[chromane-2,4′-piperidine]-6-yl}-acrylic acid). Yield: 87.4%. RXN SMILES: C[O:2][C:3](=[O:30])/[CH:4]=[CH:5]/[C:6]1[CH:7]=[C:8]2[C:26](=[CH:27][CH:28]=1)[O:25][C:11]1([CH2:16][CH2:15][N:14]([CH:17]([C:19]3[CH:24]=[CH:23][CH:22]=[CH:21][CH:20]=3)[CH3:18])[CH2:13][CH2:12]1)[CH2:10][C:9]2=[O:29].[OH-].[Na+]>>[C:19]1([CH:17]([N:14]2[CH2:15][CH2:16][C:11]3([CH2:10][C:9](=[O:29])[C:8]4[C:26](=[CH:27][CH:28]=[C:6](/[CH:5]=[CH:4]/[C:3]([OH:30])=[O:2])[CH:7]=4)[O:25]3)[CH2:12][CH2:13]2)[CH3:18])[CH:24]=[CH:23][CH:22]=[CH:21][CH:20]=1 |f:1.2|. Procedure details: (±)-(E)-3-{1′-(1-Phenyl-ethyl)-4-oxo-spiro[chromane-2,4′-piperidine]-6-yl}-acrylic acid methyl ester (526 mg, 1.30 mmol) was treated with 1 M NaOH following the procedure described in Example 71 Step B, giving (±)-(E)-3-{1′-(1-phenyl-ethyl)-4-oxo-spiro[chromane-2,4′-piperidine]-6-yl}-acrylic acid (445 mg, 88%). The resulting product was treated with NH2OTHP according to the procedure described in Example 71 Step C, giving (±)-(E)-3-{1′-(1-phenyl-ethyl)-4-oxo-spiro[chromane-2,4′-piperidine]-6-yl}... Run in C(C)OCC (ethyl ether), Cl (HCl), O1CCOCC1 (dioxane). Product: [Cl-].ClC1=C(C=CC2=CC=CC=C12)NCC[NH3+] (2-[(1-chloronaphthalen-2-yl)amino]ethanaminium chloride). As a reaction SMILES: [Cl:1][C:2]1[C:11]2[C:6](=[CH:7][CH:8]=[CH:9][CH:10]=2)[CH:5]=[CH:4][C:3]=1[NH:12][CH2:13][CH2:14][NH:15]C(=O)OC(C)(C)C>C(OCC)C.Cl.O1CCOCC1>[Cl-:1].[Cl:1][C:2]1[C:11]2[C:6](=[CH:7][CH:8]=[CH:9][CH:10]=2)[CH:5]=[CH:4][C:3]=1[NH:12][CH2:13][CH2:14][NH3+:15] |f:4.5|. Procedure details: To a cooled (0° C.) single necked flask containing a solution of tert-butyl {2-[(1-chloronaphthalen-2-yl)amino]ethyl}carbamate in 4 mL of ethyl ether, 5 mL of 4 M HCl solution in dioxane were added. The resulting mixture was stirred at room temperature for 7 h. The reaction mixture was concentrated under reduce pressure to afford 2-[(1-chloronaphthalen-2-yl)amino]ethanaminium chloride as a pink solid (92% yield) which was pure by TLC and NMR analysis. Reactants: ClC1=C(C=CC2=CC=CC=C12)NCCNC(OC(C)(C)C)=O (tert-butyl {2-[(1-chloronaphthalen-2-yl)amino]ethyl}carbamate). The yield is 92.0%. Run at temperature 0 celsius, time 7 hour. The reactants are CC1CCN(C(=O)Cl)CC1, Oc1n[nH]c2cccc(F)c12, c1ccncc1. Product: CC1CCN(C(=O)Oc2n[nH]c3cccc(F)c23)CC1. As a reaction SMILES: [CH3:12][CH:13]1[CH2:14][CH2:15][N:16]([C:19](=[O:20])[Cl:21])[CH2:17][CH2:18]1.[F:1][c:2]1[c:3]2[c:4]([OH:11])[n:5][nH:6][c:7]2[cH:8][cH:9][cH:10]1.[cH:22]1[cH:23][cH:24][n:25][cH:26][cH:27]1>>[F:1][c:2]1[c:3]2[c:4]([O:11][C:19]([N:16]3[CH2:15][CH2:14][CH:13]([CH3:12])[CH2:18][CH2:17]3)=[O:20])[n:5][nH:6][c:7]2[cH:8][cH:9][cH:10]1.